Dataset: the Open Reaction Database (ORD), a public repository of structured organic reaction records. Task: describe an organic reaction: reactants, conditions, products, and yield The reactants are O=C(O)c1ccc2nccnc2c1, Cc1ccc(CN)cc1. Reagents/catalysts: CCN=C=NCCCN(C)C.Cl (EDC-HCl), CCN(CC)CC (TEA), C1=CC=C2C(=C1)C(=O)N(C2=O)O (N-Hydroxyphthalimide). Solvent: CN(C)C=O (DMF), CN(C)C=O (DMF), CN(C)C=O (DMF), CN(C)C=O (DMF), CN(C)C=O (DMF), CN(C)C=O (DMF). Reaction conditions: temperature 25 celsius, time 2 hour. The product is Cc1ccc(CNC(=O)c2ccc3nccnc3c2)cc1. Isolated yield 68.0%. Reaction SMILES: Cc1ccc(CN)cc1.O=C(O)c1ccc2nccnc2c1.CCN=C=NCCCN(C)C.Cl.C1=CC=C2C(=C1)C(=O)N(C2=O)O.CCN(CC)CC.CN(C)C=O>>Cc1ccc(CNC(=O)c2ccc3nccnc3c2)cc1.